describe an organic reaction: reactants, conditions, products, and yield From a dataset of the Open Reaction Database (ORD), a public repository of structured organic reaction records. Reported procedure: 3-(4-(3(S)-(2-Methoxyethoxycarbonylamino)pyrrolidin-1-yl)-3-fluorophenyl)-5(R)-(N-(2,2,2-trichloroethyloxycarbonyl)isoxazol-3-ylaminomethyl)oxazolidin-2-one (400 mg, 0.5 mM) was stirred in a mixture of acetic acid (10 ml) and water (2 ml). Zinc dust (203 mg, 3.1 mM) was added, and the mixture stirred 30 minutes at ambient temperature. The mixture was filtered through celite, and the residue after evaporation partitioned between ethyl acetate (10 ml) and aqueous sodium bicarbonate (15 ml). The or... Yields the product COCCOC(=O)N[C@@H]1CN(CC1)C1=C(C=C(C=C1)N1C(O[C@H](C1)CNC1=NOC=C1)=O)F (3-(4-(3(S)-(2-Methoxyethoxycarbonylamino)pyrrolidin-1-yl)-3-fluorophenyl)-5(S)-(isoxazol-3-ylaminomethyl)oxazolidin-2-one). Reactants: COCCOC(=O)N[C@@H]1CN(CC1)C1=C(C=C(C=C1)N1C(O[C@H](C1)CN(C(=O)OCC(Cl)(Cl)Cl)C1=NOC=C1)=O)F (3-(4-(3(S)-(2-Methoxyethoxycarbonylamino)pyrrolidin-1-yl)-3-fluorophenyl)-5(R)-(N-(2,2,2-trichloroethyloxycarbonyl)isoxazol-3-ylaminomethyl)oxazolidin-2-one). Reaction SMILES: [CH3:1][O:2][CH2:3][CH2:4][O:5][C:6]([NH:8][C@H:9]1[CH2:13][CH2:12][N:11]([C:14]2[CH:19]=[CH:18][C:17]([N:20]3[CH2:24][C@H:23]([CH2:25][N:26]([C:35]4[CH:39]=[CH:38][O:37][N:36]=4)C(OCC(Cl)(Cl)Cl)=O)[O:22][C:21]3=[O:40])=[CH:16][C:15]=2[F:41])[CH2:10]1)=[O:7]>C(O)(=O)C.O.[Zn]>[CH3:1][O:2][CH2:3][CH2:4][O:5][C:6]([NH:8][C@H:9]1[CH2:13][CH2:12][N:11]([C:14]2[CH:19]=[CH:18][C:17]([N:20]3[CH2:24][C@H:23]([CH2:25][NH:26][C:35]4[CH:39]=[CH:38][O:37][N:36]=4)[O:22][C:21]3=[O:40])=[CH:16][C:15]=2[F:41])[CH2:10]1)=[O:7]. Conditions: time 30 minute. Isolated yield 48.6%. The reagents and catalysts are [Zn] (Zinc). The solvent is C(C)(=O)O (acetic acid), O (water). The reactants are FC(C(=O)O)(F)F (trifluoroacetic acid), C(C)(C)(C)C=1N=C(SC1)CCOC=1C=C(C(=O)NC2=C(OCC(=O)OC(C)(C)C)C=CC(=C2)CCCS(=O)(=O)C2=CC=C(C=C2)Cl)C=CC1 (tert-butyl 2-[3-[2-(4-tert-butyl-2-thiazolyl)ethoxy]benzoylamino]-4-[3-(4-chlorophenylsulfonyl)propyl]phenoxyacetate), C(CC(O)(C(=O)O)CC(=O)O)(=O)O (citric acid). Solvent: ClCCl (dichloromethane). Run at time 3 hour. Product: C(C)(C)(C)C=1N=C(SC1)CCOC=1C=C(C(=O)NC2=C(OCC(=O)O)C=CC(=C2)CCCS(=O)(=O)C2=CC=C(C=C2)Cl)C=CC1 (2-[3-[2-(4-tert-butyl-2-thiazolyl)ethoxy]benzoylamino]-4-[3-(4-chlorophenylsulfonyl)propyl]phenoxyacetic acid). Isolated yield 34.4%. RXN SMILES: FC(F)(F)C(O)=O.[C:8]([C:12]1[N:13]=[C:14]([CH2:17][CH2:18][O:19][C:20]2[CH:21]=[C:22]([CH:54]=[CH:55][CH:56]=2)[C:23]([NH:25][C:26]2[CH:40]=[C:39]([CH2:41][CH2:42][CH2:43][S:44]([C:47]3[CH:52]=[CH:51][C:50]([Cl:53])=[CH:49][CH:48]=3)(=[O:46])=[O:45])[CH:38]=[CH:37][C:27]=2[O:28][CH2:29][C:30]([O:32]C(C)(C)C)=[O:31])=[O:24])[S:15][CH:16]=1)([CH3:11])([CH3:10])[CH3:9].C(O)(=O)CC(CC(O)=O)(C(O)=O)O>ClCCl>[C:8]([C:12]1[N:13]=[C:14]([CH2:17][CH2:18][O:19][C:20]2[CH:21]=[C:22]([CH:54]=[CH:55][CH:56]=2)[C:23]([NH:25][C:26]2[CH:40]=[C:39]([CH2:41][CH2:42][CH2:43][S:44]([C:47]3[CH:52]=[CH:51][C:50]([Cl:53])=[CH:49][CH:48]=3)(=[O:45])=[O:46])[CH:38]=[CH:37][C:27]=2[O:28][CH2:29][C:30]([OH:32])=[O:31])=[O:24])[S:15][CH:16]=1)([CH3:11])([CH3:9])[CH3:10]. Reported procedure: Under ice-cooling, trifluoroacetic acid (1.2 ml) was added to a mixture of tert-butyl 2-[3-[2-(4-tert-butyl-2-thiazolyl)ethoxy]benzoylamino]-4-[3-(4-chlorophenylsulfonyl)propyl]phenoxyacetate (185 mg, 0.25 mmol) and dichloromethane (2 ml), and the resulting reaction solution was stirred at room temperature for 3 hours and then concentrated under reduced pressure. Saturated sodium bicarbonate aqueous solution was added to the resulting residue and the product formed was extracted with ethyl aceta... Reactants: C(C)(C)[Mg]Cl (isopropylmagnesium chloride), CN1C(N(CCC1)C)=O (1,3-dimethyl-3,4,5,6-tetrahydro-2(1H)pyrimidinone), BrC=1C=C2C(CC(OC2=C(C1OCC)Cl)(C)C)=O (6-bromo-8-chloro-7-ethoxy-2,2-dimethyl-chroman-4-one), BrC=1C=C2C(CC(OC2=C(C1OCC)Cl)(C)C)=O (6-bromo-8-chloro-7-ethoxy-2,2-dimethyl-chroman-4-one). Run in C1CCOC1 (THF). Conditions: time 12 hour. Yields the product BrC=1C=C2C(=CC(OC2=C(C1OCC)Cl)(C)C)C(C)C (6-Bromo-8-chloro-4-isopropyl-7-ethoxy-2,2-dimethyl-2H-chromene). As a reaction SMILES: [CH:1]([Mg]Cl)([CH3:3])[CH3:2].[Br:6][C:7]1[CH:8]=[C:9]2[C:14](=[C:15]([Cl:20])[C:16]=1[O:17][CH2:18][CH3:19])[O:13][C:12]([CH3:22])([CH3:21])[CH2:11][C:10]2=O.CN1CCCN(C)C1=O>C1COCC1>[Br:6][C:7]1[CH:8]=[C:9]2[C:14](=[C:15]([Cl:20])[C:16]=1[O:17][CH2:18][CH3:19])[O:13][C:12]([CH3:22])([CH3:21])[CH:11]=[C:10]2[CH:1]([CH3:3])[CH3:2]. Procedure details: Following General Procedure C, isopropylmagnesium chloride (2.0 M in THF, 111 mL, 22 mmol), 6-bromo-8-chloro-7-ethoxy-2,2-dimethyl-chroman-4-one (Compound 10, 1.5 g, 4.5 mmol), and 1,3-dimethyl-3,4,5,6-tetrahydro-2(1H)pyrimidinone (DMPU, 2.6 mL) in THF was reacted then quenched with 10% HCl, and stored at room temperature for 12 h. The reactants are FC1=CC=C(C=C1)C1=NOC(=C1COC=1C=C(N(N1)C)C(=O)O)C (5-[3-(4-fluoro-phenyl)-5-methyl-isoxazol-4-ylmethoxy]-2-methyl-2H-pyrazole-3-carboxylic acid), C(C)(=O)NCCN (N-acetylethylendiamine). Product: C(C)(=O)NCCNC(=O)C=1N(N=C(C1)OCC=1C(=NOC1C)C1=CC=C(C=C1)F)C (5-[3-(4-Fluoro-phenyl)-5-methyl-isoxazol-4-ylmethoxy]-2-methyl-2H-pyrazole-3-carboxylic acid (2-acetylamino-ethyl)-amide). Isolated yield 56.0%. Reaction SMILES: [F:1][C:2]1[CH:7]=[CH:6][C:5]([C:8]2[C:12]([CH2:13][O:14][C:15]3[CH:16]=[C:17]([C:21]([OH:23])=O)[N:18]([CH3:20])[N:19]=3)=[C:11]([CH3:24])[O:10][N:9]=2)=[CH:4][CH:3]=1.[C:25]([NH:28][CH2:29][CH2:30][NH2:31])(=[O:27])[CH3:26]>>[C:25]([NH:28][CH2:29][CH2:30][NH:31][C:21]([C:17]1[N:18]([CH3:20])[N:19]=[C:15]([O:14][CH2:13][C:12]2[C:8]([C:5]3[CH:4]=[CH:3][C:2]([F:1])=[CH:7][CH:6]=3)=[N:9][O:10][C:11]=2[CH3:24])[CH:16]=1)=[O:23])(=[O:27])[CH3:26]. Procedure: As described for example 55, 5-[3-(4-fluoro-phenyl)-5-methyl-isoxazol-4-ylmethoxy]-2-methyl-2H-pyrazole-3-carboxylic acid (100 mg, 0.3 mmol) was converted, using N-acetylethylendiamine instead of 2-amino-2-methyl-1-propanol, to the title compound (70 mg, 56%) which was obtained as a white solid. MS: m/e=414.1 [M−H]−. The reactants are C1CCOC1, C[Si](C)(C)[N-][Si](C)(C)C, Cc1ccc(C(=O)NC2CC2)cc1NC(=O)c1cnc(S(C)(=O)=O)nc1, [Li+], OCc1cscn1. Product: Cc1ccc(C(=O)NC2CC2)cc1NC(=O)c1cnc(OCc2cscn2)nc1. Reaction SMILES: [CH2:44]1[O:45][CH2:46][CH2:47][CH2:48]1.[CH3:8][Si:9]([N-:10][Si:11]([CH3:12])([CH3:13])[CH3:14])([CH3:15])[CH3:16].[CH:18]1([NH:21][C:22](=[O:23])[c:24]2[cH:25][cH:26][c:27]([CH3:43])[c:28]([NH:30][C:31](=[O:32])[c:33]3[cH:34][n:35][c:36]([S:39]([CH3:40])(=[O:41])=[O:42])[n:37][cH:38]3)[cH:29]2)[CH2:19][CH2:20]1.[Li+:17].[s:1]1[cH:2][n:3][c:4]([CH2:6][OH:7])[cH:5]1>>[s:1]1[cH:2][n:3][c:4]([CH2:6][O:7][c:36]2[n:35][cH:34][c:33]([C:31]([NH:30][c:28]3[c:27]([CH3:43])[cH:26][cH:25][c:24]([C:22]([NH:21][CH:18]4[CH2:19][CH2:20]4)=[O:23])[cH:29]3)=[O:32])[cH:38][n:37]2)[cH:5]1.